Dataset: the Open Reaction Database (ORD), a public repository of structured organic reaction records. Task: describe an organic reaction: reactants, conditions, products, and yield Starting materials: ClC1=CC=C(C=N1)O (6-chloro-pyridin-3-ol), C1(CCCCC1)O (cyclohexanol), C(CCC)P(CCCC)CCCC (tri-n-butylphosphine), C1CCN(CC1)C(=O)N=NC(=O)N2CCCCC2 (ADDP). Run in C1CCOC1 (THF), C1=CC=CC=C1 (benzene), CCOC(=O)C (EtOAc), O (water). Reaction conditions: temperature 0 celsius, time 1 hour. Product: ClC1=CC=C(C=N1)OC1CCCCC1 (6-Chloro-3-cyclohexyloxy-pyridine). Yield: 44.1%. As a reaction SMILES: [Cl:1][C:2]1[N:7]=[CH:6][C:5]([OH:8])=[CH:4][CH:3]=1.[CH:9]1(O)[CH2:14][CH2:13][CH2:12][CH2:11][CH2:10]1.C(P(CCCC)CCCC)CCC.C1CCN(C(N=NC(N2CCCCC2)=O)=O)CC1>CCOC(C)=O.O.C1COCC1.C1C=CC=CC=1>[Cl:1][C:2]1[N:7]=[CH:6][C:5]([O:8][CH:9]2[CH2:14][CH2:13][CH2:12][CH2:11][CH2:10]2)=[CH:4][CH:3]=1. Procedure: Under a nitrogen atmosphere add 6-chloro-pyridin-3-ol (2.5 g, 19.3 mmol), cyclohexanol (1.93 g, 19.3 mmol), tri-n-butylphosphine (5.07 g, 25.1 mmol), and ADDP (6.32 g, 25.1 mmol) to benzene (100 mL) and THF (10 mL) at 0° C. Stir the mixture at 0° C. for 1 h and at room temperature for 12 h. Dilute with EtOAc and water. Separate the layers and extract the aqueous layer with EtOAc. Wash the organic phase with water (30 mL) and brine (20 mL). Dry the organic phase over Na2SO4, filter, and concentra... Starting materials: CC(=O)c1cccc(Br)n1, CC(=O)O, C1CCNCC1, ClCCl. Product: CC(c1cccc(Br)n1)N1CCCCC1. RXN SMILES: [Br:1][c:2]1[cH:3][cH:4][cH:5][c:6]([C:8]([CH3:9])=[O:10])[n:7]1.[C:17]([OH:18])(=[O:19])[CH3:20].[CH2:11]1[CH2:12][CH2:13][NH:14][CH2:15][CH2:16]1.[Cl:21][CH2:22][Cl:23]>>[Br:1][c:2]1[cH:3][cH:4][cH:5][c:6]([CH:8]([CH3:9])[N:14]2[CH2:13][CH2:12][CH2:11][CH2:16][CH2:15]2)[n:7]1. Starting materials: C1(=CC=CC=C1)CC1=C(C(=O)NC2=CC=C(C(=O)O)C=C2)C=CC=C1 (4-[[2-(phenylmethyl)benzoyl]amino]benzoic acid), S(=O)(Cl)Cl (thionyl chloride). Product: C1(=CC=CC=C1)CC1=C(C(=O)NC2=CC=C(C(=O)Cl)C=C2)C=CC=C1 (4-[[2-(Phenylmethyl)benzoyl]amino]benzoyl Chloride). As a reaction SMILES: [C:1]1([CH2:7][C:8]2[CH:25]=[CH:24][CH:23]=[CH:22][C:9]=2[C:10]([NH:12][C:13]2[CH:21]=[CH:20][C:16]([C:17](O)=[O:18])=[CH:15][CH:14]=2)=[O:11])[CH:6]=[CH:5][CH:4]=[CH:3][CH:2]=1.S(Cl)([Cl:28])=O>>[C:1]1([CH2:7][C:8]2[CH:25]=[CH:24][CH:23]=[CH:22][C:9]=2[C:10]([NH:12][C:13]2[CH:21]=[CH:20][C:16]([C:17]([Cl:28])=[O:18])=[CH:15][CH:14]=2)=[O:11])[CH:6]=[CH:5][CH:4]=[CH:3][CH:2]=1. Reported procedure: A mixture of 2.0 g of 4-[[2-(phenylmethyl)benzoyl]amino]benzoic acid in 2.0 ml of thionyl chloride is heated on a steam bath for 1 hour. The volatiles are evaporated in vacuo to give 1.53 g of the desired product as an oil. M+ =346 as methyl ester. The reactants are [O-]S(=O)[O-].[Na+].[Na+] (Na2SO3), ClS(=O)(=O)N=C=O (chlorosulfonyl isocyanate), C(C)(=O)OC=C(CC)CC (1-acetyloxy-2-ethyl-1-butene). The solvent is CCOCC (Et2O), C(Cl)Cl (CH2Cl2), CCCCCC (hexane). Conditions: time 8 hour. Product: C(C)(=O)OC1C(C(N1)=O)(CC)CC (4-acetyloxy-3,3-diethylazetidin-2-one). Isolated yield 35.9%. Reaction SMILES: [C:1]([O:4][CH:5]=[C:6]([CH2:9][CH3:10])[CH2:7][CH3:8])(=[O:3])[CH3:2].ClS([N:15]=[C:16]=[O:17])(=O)=O.[O-]S([O-])=O.[Na+].[Na+]>C(Cl)Cl.CCOCC.CCCCCC>[C:1]([O:4][CH:5]1[NH:15][C:16](=[O:17])[C:6]1([CH2:9][CH3:10])[CH2:7][CH3:8])(=[O:3])[CH3:2] |f:2.3.4|. Procedure: A solution of the material prepared in Step A (169 gm, 1.19 mol) in CH2Cl2 (300 ml) was cooled in an ice-ethanol bath under N2 and chlorosulfonyl isocyanate (200 gm, 1.41 mol) was added via an addition funnel. The solution was allowed to rise to room temperature and stirred overnight. The reaction mixture was then diluted with Et2O and added to ice-cold NaHCO3 solution containing Na2SO3, keeping the solution below 5° C. during the addition. After the evolution of gas had ceased, the layers were ... The reactants are CI (Methyl iodide), O1CCCC1 (tetrahydrofuran), O (water), C(C1=CC=CC=C1)N1CC(C(CC1)=O)CC (1-Benzyl-3-ethyl-piperidin-4-one), [H-].[Na+] (sodium hydride), O1CCCC1 (tetrahydrofuran). Run in C(C)(=O)OCC (ethyl acetate). Reaction conditions: time 1 hour. The product is C(C1=CC=CC=C1)N1CC(C(C(C1)C)=O)(CC)C (1-benzyl-3,5-dimethyl-3-ethylpiperidin-4-one). As a reaction SMILES: [CH2:1]([N:8]1[CH2:13]C[C:11](=O)[CH:10](CC)[CH2:9]1)[C:2]1[CH:7]=[CH:6][CH:5]=[CH:4][CH:3]=1.[H-].[Na+].[CH3:19]I.O.[O:22]1[CH2:26][CH2:25][CH2:24][CH2:23]1>C(OCC)(=O)C>[CH2:1]([N:8]1[CH2:9][CH:10]([CH3:11])[C:26](=[O:22])[C:25]([CH3:19])([CH2:24][CH3:23])[CH2:13]1)[C:2]1[CH:7]=[CH:6][CH:5]=[CH:4][CH:3]=1 |f:1.2|. Procedure: 1-Benzyl-3-ethyl-piperidin-4-one (33 g, 152.0 mmole) was added to the stirred suspension of sodium hydride (9.5 g, 200.0 mmole) in tetrahydrofuran (300 ml) at 32° C. and stirring was continued for 1 hr. Methyl iodide (30 ml, 490.0 mmole) in dry tetrahydrofuran (100 ml) was added it at 0-5° C. The resulting mixture stirred at room temperature for 4 hr, water (100 ml) and ethyl acetate (800 ml) were added respectively. Organic layer was separated, dried (Na2SO4) and concentrated to give crude prod... Reactants: CCOC(=O)CN(C)C(=O)CC1=C(n2nc(-c3c(-c4ccccc4)nn4ccccc34)ccc2=O)CCCC1, CCOC(C)=O, [Na+], C1COCCO1, [OH-], O. Product: CN(CC(=O)O)C(=O)CC1=C(n2nc(-c3c(-c4ccccc4)nn4ccccc34)ccc2=O)CCCC1. RXN SMILES: [CH2:1]([CH3:2])[O:3][C:4](=[O:5])[CH2:6][N:7]([C:8](=[O:9])[CH2:10][C:11]1=[C:12]([n:17]2[n:18][c:19](-[c:24]3[c:25](-[c:33]4[cH:34][cH:35][cH:36][cH:37][cH:38]4)[n:26][n:27]4[c:28]3[cH:29][cH:30][cH:31][cH:32]4)[cH:20][cH:21][c:22]2=[O:23])[CH2:13][CH2:14][CH2:15][CH2:16]1)[CH3:39].[CH3:42][CH2:43][O:44][C:45](=[O:46])[CH3:47].[Na+:41].[O:48]1[CH2:49][CH2:50][O:51][CH2:52][CH2:53]1.[OH-:40].[OH2:54]>>[O:3]=[C:4]([OH:5])[CH2:6][N:7]([C:8](=[O:9])[CH2:10][C:11]1=[C:12]([n:17]2[n:18][c:19](-[c:24]3[c:25](-[c:33]4[cH:34][cH:35][cH:36][cH:37][cH:38]4)[n:26][n:27]4[c:28]3[cH:29][cH:30][cH:31][cH:32]4)[cH:20][cH:21][c:22]2=[O:23])[CH2:13][CH2:14][CH2:15][CH2:16]1)[CH3:39]. Starting materials: O (water), C(C(=C)C)(=O)O (methacrylic acid), C(C(=C)C)(=O)O (methacrylic acid), C1(\C=C/C(=O)O1)=O (maleic anhydride), C(C(=C)C)(=O)O (methacrylic acid). Run in C(C1=CC=CC=C1)(=O)OOC(C1=CC=CC=C1)=O (benzoyl peroxide), CC(CC)=O (2-butanone). Run at time 10 minute. The product is C(C(=C)C)(=O)[O-].C(\C=C/C(=O)[O-])(=O)[O-] (methacrylate maleate), product. RXN SMILES: [C:1]1(=[O:7])[O:6][C:4](=[O:5])[CH:3]=[CH:2]1.[C:8]([OH:13])(=[O:12])[C:9]([CH3:11])=[CH2:10].[OH2:14]>C(OOC(=O)C1C=CC=CC=1)(=O)C1C=CC=CC=1.CC(=O)CC>[C:8]([O-:13])(=[O:12])[C:9]([CH3:11])=[CH2:10].[C:4]([O-:6])(=[O:5])/[CH:3]=[CH:2]\[C:1]([O-:7])=[O:14] |f:5.6|. Procedure: The preparation of Example 1 is repeated with the exception that 54 g (0.55 mole) maleic anhydride is copolymerized with 39 g (0.45 mole) methacrylic acid in the presence of 23 g benzoyl peroxide initiator and 95 g 2-butanone (boiling point 80° C.) as solvent, the methacrylic acid is added continuously over a 5-hour period, the refluxing is continued for 10 minutes following the methacrylic acid addition and the copolymer is hydrolyzed by the addition of 210 g water at reflux temperature. A subs... As a reaction SMILES: N1CCOCC1.[C:7]1([C:13](=O)[CH2:14][C:15](=O)[CH3:16])[CH:12]=[CH:11][CH:10]=[CH:9][CH:8]=1.Cl.[C:20]([C:23]1[CH:28]=[CH:27][C:26]([NH:29][NH2:30])=[CH:25][CH:24]=1)([OH:22])=[O:21].N#N.[N-]=C=O>CO.C(Cl)Cl>[CH3:16][C:15]1[CH:14]=[C:13]([C:7]2[CH:12]=[CH:11][CH:10]=[CH:9][CH:8]=2)[N:29]([C:26]2[CH:25]=[CH:24][C:23]([C:20]([OH:22])=[O:21])=[CH:28][CH:27]=2)[N:30]=1 |f:2.3|. Product: CC1=NN(C(=C1)C1=CC=CC=C1)C1=CC=C(C(=O)O)C=C1 (4-(3-methyl-5-phenyl-pyrazol-1-yl)-benzoic acid). Run at time 2.5 hour. The solvent is CO (methanol), C(Cl)Cl (DCM), CO (MeOH). The reactants are [N-]=C=O (isocyanate), N#N (N2), [N-]=C=O (isocyanate), N1CCOCC1 (morpholine), C1(=CC=CC=C1)C(CC(C)=O)=O (1-phenyl-1,3-butanedione), Cl.C(=O)(O)C1=CC=C(C=C1)NN (4-carboxyphenyl hydrazine hydrochloride). Isolated yield 48.1%. Reported procedure: A suspension of polymer-supported morpholine (Example 12), 1-phenyl-1,3-butanedione (81.5 mg, 0.5 mmol) and 4-carboxyphenyl hydrazine hydrochloride (113 mg, 0.6 mmol) in MeOH (2 mL) was shaken for 2.5 hours. The methanol was blown off under a stream of N2. DCM (4 mL) and polymer-supported isocyanate (Example 4A, 350 mg) were added and the reaction mixture shaken for 16 hours. An additional portion of polymer-supported isocyanate (120 mg) was added. After 4 hours the resin was filtered and washed... Starting materials: Cl (HCl), C1(CCC1)C1=CC(=C(C(=O)N2CCC(CC2)C2=CC=C(C#N)C=C2)C=C1C1=NN=C(N1)C)C (4-(1-(4-cyclobutyl-2-methyl-5-(5-methyl-4H-1,2,4-triazol-3-yl)benzoyl)piperidin-4-yl)benzonitrile), C1(CCC1)C1=CC(=C(C(=O)N2CCC(CC2)C2=CC=C(C#N)C=C2)C=C1C1=NN=C(N1)C)C (4-(1-(4-cyclobutyl-2-methyl-5-(5-methyl-4H-1,2,4-triazol-3-yl)benzoyl)piperidin-4-yl)benzonitrile), Cl.FC1(CCNCC1)C1=CC=C(C#N)C=C1 (4-(4-fluoropiperidin-4-yl)benzonitrile hydrochloride salt). Product: C1(CCC1)C1=CC(=C(C(=O)N2CCC(CC2)(F)C2=CC=C(C#N)C=C2)C=C1C1=NN=C(N1)C)C (4-(1-(4-Cyclobutyl-2-methyl-5-(5-methyl-4H-1,2,4-triazol-3-yl)benzoyl)-4-fluoropiperidin-4-yl)benzonitrile). As a reaction SMILES: [CH:1]1([C:5]2[C:26]([C:27]3[NH:31][C:30]([CH3:32])=[N:29][N:28]=3)=[CH:25][C:8]([C:9]([N:11]3[CH2:16][CH2:15][CH:14]([C:17]4[CH:24]=[CH:23][C:20]([C:21]#[N:22])=[CH:19][CH:18]=4)[CH2:13][CH2:12]3)=[O:10])=[C:7]([CH3:33])[CH:6]=2)[CH2:4][CH2:3][CH2:2]1.Cl.[F:35]C1(C2C=CC(C#N)=CC=2)CCNCC1.Cl>>[CH:1]1([C:5]2[C:26]([C:27]3[NH:31][C:30]([CH3:32])=[N:29][N:28]=3)=[CH:25][C:8]([C:9]([N:11]3[CH2:12][CH2:13][C:14]([C:17]4[CH:24]=[CH:23][C:20]([C:21]#[N:22])=[CH:19][CH:18]=4)([F:35])[CH2:15][CH2:16]3)=[O:10])=[C:7]([CH3:33])[CH:6]=2)[CH2:4][CH2:3][CH2:2]1 |f:1.2|. Procedure details: The title compound was prepared using standard chemical manipulations and procedures similar to those used for the preparation of 4-(1-(4-cyclobutyl-2-methyl-5-(5-methyl-4H-1,2,4-triazol-3-yl)benzoyl)piperidin-4-yl)benzonitrile (compound 152), using compound 11.2 HCl salt instead of compound 1.5. m/z (ES+) 458 (M+H)+. 1H NMR (400 MHz, DMSO-d6) δ 13.66 (s, 1H), 7.66 (d, 2H), 7.51 (d, 3H), 7.38 (s, 1H), 4.72 (d, 1H), 4.30 (br s, 1H), 3.46 (br s, 1H), 3.16 (dd, 1H), 3.04-2.78 (m, 2H), 2.38 and 2.36... Reported procedure: The title compound was prepared from (R)-4-(1-(2-aminopropyl)-1H-pyrazol-3-yl)-2-chloro-3-methylbenzonitrile (0.3 g, 1.092 mmol), 5-pyridin-3-yl-4H-pyrazole-3-carboxylic acid (0.227 g, 1.201 mmol), DIPEA (0.285 ml, 1.638 mmol), HOBt (0.221 g, 1.638 mmol) and EDCI (0.314 g, 1.638 mmol) using the method of Example 34(d) affording 0.214 g of the title compound. 1H-NMR (400 MHz; d6-DMSO): δ 1.15-1.21 (m, 3H), 2.54 (s, 3H), 4.28-4.41 (m, 2H), 4.45-4.54 (m, 2H), 6.61 (d, 1H), 7.22 (d, 1H), 7.45-7.52 (... RXN SMILES: [NH2:1][C@H:2]([CH3:19])[CH2:3][N:4]1[CH:8]=[CH:7][C:6]([C:9]2[CH:16]=[CH:15][C:12]([C:13]#[N:14])=[C:11]([Cl:17])[C:10]=2[CH3:18])=[N:5]1.[N:20]1[CH:25]=[CH:24][CH:23]=[C:22]([C:26]2[CH2:27][C:28]([C:31](O)=[O:32])=[N:29][N:30]=2)[CH:21]=1.CCN(C(C)C)C(C)C.C1C=CC2N(O)N=NC=2C=1.CCN=C=NCCCN(C)C>>[Cl:17][C:11]1[C:10]([CH3:18])=[C:9]([C:6]2[CH:7]=[CH:8][N:4]([CH2:3][C@H:2]([NH:1][C:31]([C:28]3[CH:27]=[C:26]([C:22]4[CH:21]=[N:20][CH:25]=[CH:24][CH:23]=4)[NH:30][N:29]=3)=[O:32])[CH3:19])[N:5]=2)[CH:16]=[CH:15][C:12]=1[C:13]#[N:14]. Starting materials: N[C@@H](CN1N=C(C=C1)C1=C(C(=C(C#N)C=C1)Cl)C)C ((R)-4-(1-(2-aminopropyl)-1H-pyrazol-3-yl)-2-chloro-3-methylbenzonitrile), N1=CC(=CC=C1)C=1CC(=NN1)C(=O)O (5-pyridin-3-yl-4H-pyrazole-3-carboxylic acid), CCN(C(C)C)C(C)C (DIPEA), C=1C=CC2=C(C1)N=NN2O (HOBt), CCN=C=NCCCN(C)C (EDCI). Yields the product ClC=1C(=C(C=CC1C#N)C1=NN(C=C1)C[C@@H](C)NC(=O)C1=NNC(=C1)C=1C=NC=CC1)C ((R)—N-(1-(3-(3-chloro-4-cyano-2-methylphenyl)-1H-pyrazol-1-yl)propan-2-yl)-5-(pyridin-3-yl)-1H-pyrazole-3-carboxamide). Isolated yield 43.9%.